Dataset: the Open Reaction Database (ORD), a public repository of structured organic reaction records. Task: describe an organic reaction: reactants, conditions, products, and yield The reactants are C(#N)C1=CC=C2CCC(CC2=C1)N(CCCCNC(C1=CC=C(C=C1)C1=CC=CC=C1)=O)CCC (7-cyano-N-(4-(4-phenylbenzoylamino)butyl)-2-(R,S)-propylamino-1,2,3,4-tetrahydronaphthalene), OO (hydrogen peroxide), O (water), C([O-])([O-])=O.[K+].[K+] (potassium carbonate), O (water). Solvent: CS(=O)C (dimethyl sulfoxide). Reaction conditions: time 6 hour. The product is C1(=CC=CC=C1)C1=CC=C(C(=O)NCCCCN(C2CCC=3C=CC(=CC3C2)C(=O)N)CCC)C=C1 (7-(R,S)-(N-(4-(4-Phenylbenzoylamino)butyl)propylamino)-5,6,7,8-tetrahydronaphthalene-2-carboxamide). The yield is 82.3%. Reaction SMILES: [C:1]([C:3]1[CH:12]=[C:11]2[C:6]([CH2:7][CH2:8][CH:9]([N:13]([CH2:33][CH2:34][CH3:35])[CH2:14][CH2:15][CH2:16][CH2:17][NH:18][C:19](=[O:32])[C:20]3[CH:25]=[CH:24][C:23]([C:26]4[CH:31]=[CH:30][CH:29]=[CH:28][CH:27]=4)=[CH:22][CH:21]=3)[CH2:10]2)=[CH:5][CH:4]=1)#[N:2].OO.O.C(=O)([O-])[O-:40].[K+].[K+]>CS(C)=O>[C:26]1([C:23]2[CH:24]=[CH:25][C:20]([C:19]([NH:18][CH2:17][CH2:16][CH2:15][CH2:14][N:13]([CH2:33][CH2:34][CH3:35])[CH:9]3[CH2:10][C:11]4[CH:12]=[C:3]([C:1]([NH2:2])=[O:40])[CH:4]=[CH:5][C:6]=4[CH2:7][CH2:8]3)=[O:32])=[CH:21][CH:22]=2)[CH:31]=[CH:30][CH:29]=[CH:28][CH:27]=1 |f:3.4.5|. Reported procedure: To a solution of 7-cyano-N-(4-(4-phenylbenzoylamino)butyl)-2-(R,S)-propylamino-1,2,3,4-tetrahydronaphthalene (0.983 g, 2.11 mmol) in dimethyl sulfoxide (4 ml) at 15° C. was added a solution of hydrogen peroxide in water (27.5% w/v; 0.26 ml; 2.12 mmol) followed by anhydrous potassium carbonate (0.42 g, 3.06 mmol). The mixture was stirred for 6 h at room temperature, then poured into water (100 ml) and the resulting solid filtered off to give the title compound (0.84 g, 82%).